The task is: describe an organic reaction: reactants, conditions, products, and yield. This data is from the Open Reaction Database (ORD), a public repository of structured organic reaction records. As a reaction SMILES: [CH3:31][CH2:32][OH:33].[CH:1]1([CH:5]=[CH:6][CH2:7][CH:8]([CH2:9][C:10](=[O:11])[O:12][C:13]([CH3:14])([CH3:15])[CH3:16])[c:17]2[o:18][cH:19][c:20]([C:22](=[O:23])[N:24]([CH3:25])[CH3:26])[n:21]2)[CH2:2][CH2:3][CH2:4]1.[CH:27]([O-:28])=[O:29].[NH4+:30].[OH-:34].[OH-:36].[Pd+2:35]>>[CH:1]1([CH2:5][CH2:6][CH2:7][CH:8]([CH2:9][C:10](=[O:11])[O:12][C:13]([CH3:14])([CH3:15])[CH3:16])[c:17]2[o:18][cH:19][c:20]([C:22](=[O:23])[N:24]([CH3:25])[CH3:26])[n:21]2)[CH2:2][CH2:3][CH2:4]1. Yields the product CN(C)C(=O)c1coc(C(CCCC2CCC2)CC(=O)OC(C)(C)C)n1. The reactants are CCO, CN(C)C(=O)c1coc(C(CC=CC2CCC2)CC(=O)OC(C)(C)C)n1, O=C[O-], [NH4+], [OH-], [OH-], [Pd+2]. Reactants: CO, Cl, COC(=O)C1Oc2ccccc2OCC1=O, O. The product is O=C1COc2ccccc2OC1. As a reaction SMILES: [CH3:17][OH:18].[ClH:19].[O:1]=[C:2]1[CH:3]([C:13]([O:14][CH3:15])=[O:16])[O:4][c:5]2[c:6]([cH:9][cH:10][cH:11][cH:12]2)[O:7][CH2:8]1.[OH2:20]>>[O:1]=[C:2]1[CH2:3][O:4][c:5]2[c:6]([cH:9][cH:10][cH:11][cH:12]2)[O:7][CH2:8]1. As a reaction SMILES: C([O:3][P:4]([CH2:9][C:10]1[CH:15]=[C:14]([CH:16]=[O:17])[CH:13]=[CH:12][C:11]=1[OH:18])(=[O:8])[O:5]CC)C>Cl>[OH:18][C:11]1[CH:12]=[CH:13][C:14]([CH:16]=[O:17])=[CH:15][C:10]=1[CH2:9][P:4](=[O:3])([OH:8])[OH:5]. Procedure: 0.1 mole 2-Hydroxy-5-formylbenzylphosphonic acid diethyl ester was refluxed for 3 hours with 100 ml 6N HCl. Product was separated out while it was being formed. The reaction solution was cooled in the refrigerator and the product was isolated on a buchner funnel and washed with cold water. mp 252°-253° C. Reactants: C(C)OP(OCC)(=O)CC1=C(C=CC(=C1)C=O)O (2-Hydroxy-5-formylbenzylphosphonic acid diethyl ester). The solvent is Cl (HCl). The product is OC1=C(CP(O)(O)=O)C=C(C=C1)C=O (2-Hydroxy-5-Formylbenzylphosphonic Acid). Starting materials: C1(CCCCC1)C[Mg]Br (cyclohexylmethylmagnesium bromide), solution, O=C1CCN(CC1)C1=CC=C(C(=O)OCC)C=C1 (ethyl 4-(4-oxo-1-piperidinyl)benzoate). Run in C1CCOC1 (THF). The product is C1(CCCCC1)CC1(CCN(CC1)C1=CC=C(C(=O)OCC)C=C1)O (ethyl 4-(4-(cyclohexylmethyl)-4-hydroxypiperidin-1-yl)benzoate). RXN SMILES: [CH:1]1([CH2:7][Mg]Br)[CH2:6][CH2:5][CH2:4][CH2:3][CH2:2]1.[O:10]=[C:11]1[CH2:16][CH2:15][N:14]([C:17]2[CH:27]=[CH:26][C:20]([C:21]([O:23][CH2:24][CH3:25])=[O:22])=[CH:19][CH:18]=2)[CH2:13][CH2:12]1>C1COCC1>[CH:1]1([CH2:7][C:11]2([OH:10])[CH2:12][CH2:13][N:14]([C:17]3[CH:18]=[CH:19][C:20]([C:21]([O:23][CH2:24][CH3:25])=[O:22])=[CH:26][CH:27]=3)[CH2:15][CH2:16]2)[CH2:6][CH2:5][CH2:4][CH2:3][CH2:2]1. Procedure details: A solution of cyclohexylmethylmagnesium bromide (1.90 mL of a 2M solution in THF) at −78° C. was treated with ethyl 4-(4-oxo-1-piperidinyl)benzoate (prepared according to the procedure described in Synthesis 1981, 606-608, 0.30 g), and was allowed to warm to room temperature overnight. The reaction mixture was partitioned between ethyl acetate and saturated aqueous NH4Cl and the aqueous layer was extracted with ethyl acetate (2×). The combined organic layers were dried (MgSO4), filtered, and con... Reactants: C(CC\C=C/CC=CCCCCCCCC(=O)O)(=O)O (cis-4, 7-hexadecadiene dioic acid), C(\C=C/CC=CCCCCCCCC(=O)O)(=O)O (cis-2, 5-tetradecadiene dioic acid), C(\C=C/CC=CCC(=O)O)(=O)O (cis-2, 5-octadiene dioic acid), C(\C=C/CCCCC(=O)O)(=O)O (cis-2-octene dioic acid), C(C\C=C/CC=CCCCCC(=O)O)(=O)O (cis-3, 6-dodecadiene dioic acid), C(C\C=C/CC=CCCC(=O)O)(=O)O (cis-3, 6-decadiene dioic acid), C(CC\C=C/CCCCC(=O)O)(=O)O (cis-4-decene dioic acid), C(\C=C/CC=CCCCC(=O)O)(=O)O (cis-2, 5-decadiene dioic acid), C(\C=C/CC=CCCCCCC(=O)O)(=O)O (cis-2, 5-dodecadiene dioic acid), C(CCC\C=C/CC=CCCCCC(=O)O)(=O)O (cis-5, 8-tetradecadiene dioic acid), C(CC\C=C/CC=CCCCCCC(=O)O)(=O)O (cis-4, 7-tetradecadiene dioic acid), C(CC\C=C/CC=CCCCC(=O)O)(=O)O (cis-4, 7-dodecadiene dioic acid). Yields the product C(CCCC\C=C/CC=CCCCCCC(=O)O)(=O)O (cis-6, 9-hexadecadiene dioic acid). As a reaction SMILES: [C:1]([OH:20])(=[O:19])[CH2:2][CH2:3]/[CH:4]=[CH:5]\[CH2:6][CH:7]=[CH:8][CH2:9][CH2:10][CH2:11][CH2:12][CH2:13][CH2:14][CH2:15][C:16]([OH:18])=[O:17].C(O)(=O)CCC/C=C\CC=CCCCCC(O)=O.C(O)(=O)CC/C=C\CC=CCCCCCC(O)=O.C(O)(=O)/C=C\CC=CCCCCCCCC(O)=O.C(O)(=O)C/C=C\CC=CCCCCC(O)=O.C(O)(=O)CC/C=C\CC=CCCCC(O)=O.C(O)(=O)/C=C\CC=CCCCCCC(O)=O.C(O)(=O)C/C=C\CC=CCCC(O)=O.C(O)(=O)/C=C\CC=CCCCC(O)=O.C(O)(=O)/C=C\CC=CCC(O)=O.C(O)(=O)CC/C=C\CCCCC(O)=O.C(O)(=O)/C=C\CCCCC(O)=O>>[C:1]([OH:20])(=[O:19])[CH2:2][CH2:3][CH2:4][CH2:5]/[CH:6]=[CH:7]\[CH2:8][CH:9]=[CH:10][CH2:11][CH2:12][CH2:13][CH2:14][CH2:15][C:16]([OH:18])=[O:17]. Procedure details: cis-4, 7-hexadecadiene dioic acid; cis-5, 8-tetradecadiene dioic acid; cis-4, 7-tetradecadiene dioic acid; cis-2, 5-tetradecadiene dioic acid; cis-3, 6-dodecadiene dioic acid; cis-4, 7-dodecadiene dioic acid; cis-2, 5-dodecadiene dioic acid; cis-3, 6-decadiene dioic acid; cis-2, 5-decadiene dioic acid; cis-2, 5-octadiene dioic acid; cis-4-decene dioic acid and cis-2-octene dioic acid.